Task: describe an organic reaction: reactants, conditions, products, and yield. Dataset: the Open Reaction Database (ORD), a public repository of structured organic reaction records Reactants: CC=1C=C(C=CC1)C1C=C(C(N1C1=CC=C(C=C1)OC(F)(F)F)=O)NC1=CC=C(C=C1)OC(F)(F)F ((±)-5-(3-methyl-phenyl)-1-(4-trifluoromethoxy-phenyl)-3-(4-trifluoromethoxy-phenylamino)-1,5-dihydro-pyrrol-2-one), C(=O)(C(F)(F)F)O (TFA), C(C)(=O)O (acetic acid), COC1OC(CC1)OC (2,5-dimethoxytetrahydrofuran). Run in O (water), O (water), C1CCOC1 (THF). Run at temperature 40 celsius. Yields the product OC=1C(N(C(C1)C=1C=C(C=CC1)C)C1=CC=C(C=C1)OC(F)(F)F)=O ((±)-3-Hydroxy-5-m-tolyl-1-(4-trifluoromethoxy-phenyl)-1,5-dihydro-pyrrol-2-one). Reaction SMILES: [CH3:1][C:2]1[CH:3]=[C:4]([CH:8]2[N:12]([C:13]3[CH:18]=[CH:17][C:16]([O:19][C:20]([F:23])([F:22])[F:21])=[CH:15][CH:14]=3)[C:11](=[O:24])[C:10](NC3C=CC(OC(F)(F)F)=CC=3)=[CH:9]2)[CH:5]=[CH:6][CH:7]=1.C(O)(=[O:39])C.COC1CCC(OC)O1.C(O)(C(F)(F)F)=O>O.C1COCC1>[OH:39][C:10]1[C:11](=[O:24])[N:12]([C:13]2[CH:18]=[CH:17][C:16]([O:19][C:20]([F:22])([F:23])[F:21])=[CH:15][CH:14]=2)[CH:8]([C:4]2[CH:3]=[C:2]([CH3:1])[CH:7]=[CH:6][CH:5]=2)[CH:9]=1. Procedure: Charge THF (20 mL, 5 vols) to a flask containing (±)-5-(3-methyl-phenyl)-1-(4-trifluoromethoxy-phenyl)-3-(4-trifluoromethoxy-phenylamino)-1,5-dihydro-pyrrol-2-one (4.18 g, 8.22 mmol). Add acetic acid (1.88 mL, 32.89 mmol,) to the above clear solution to afford a yellow solution. Add 2,5-dimethoxytetrahydrofuran (1.28 mL, 9.87 mmol,), then add water (0.2 mL, 9.87 mmol). Add TFA (1.25 mL, 16.44 mmol,) to the reaction mixture and observe a slight exotherm (23 to 30° C.). Heat the reaction mixture t... The reactants are CCN(C(C)C)C(C)C (DIPEA), C1(=CC=CC=C1)C1=CC(=NN1)C(=O)NCC(=O)O ([(5-phenyl-1H-pyrazole-3-carbonyl)-amino]-acetic acid), CCN=C=NCCCN(C)C.Cl (EDCI.HCl), Cl.CC1=C(C=NC=C1)OC1CCNCC1 (4-methyl-3-(piperidin-4-yloxy)-pyridine hydrochloride), C=1C=CC2=C(C1)N=NN2O (HOBt), Intermediate 15. The solvent is CN(C)C=O (DMF), O (water). Reaction conditions: time 8 hour. Yields the product CC1=C(C=NC=C1)OC1CCN(CC1)C(CNC(=O)C1=NNC(=C1)C1=CC=CC=C1)=O (5-phenyl-1H-pyrazole-3-carboxylic acid {2-[4-(4-methyl-pyridin-3-yloxy)-piperidin-1-yl]-2-oxo-ethyl}-amide). Isolated yield 63.2%. Reaction SMILES: CCN(C(C)C)C(C)C.[C:10]1([C:16]2[NH:20][N:19]=[C:18]([C:21]([NH:23][CH2:24][C:25]([OH:27])=O)=[O:22])[CH:17]=2)[CH:15]=[CH:14][CH:13]=[CH:12][CH:11]=1.C1C=CC2N(O)N=NC=2C=1.CCN=C=NCCCN(C)C.Cl.Cl.[CH3:51][C:52]1[CH:57]=[CH:56][N:55]=[CH:54][C:53]=1[O:58][CH:59]1[CH2:64][CH2:63][NH:62][CH2:61][CH2:60]1>CN(C=O)C.O>[CH3:51][C:52]1[CH:57]=[CH:56][N:55]=[CH:54][C:53]=1[O:58][CH:59]1[CH2:64][CH2:63][N:62]([C:25](=[O:27])[CH2:24][NH:23][C:21]([C:18]2[CH:17]=[C:16]([C:10]3[CH:11]=[CH:12][CH:13]=[CH:14][CH:15]=3)[NH:20][N:19]=2)=[O:22])[CH2:61][CH2:60]1 |f:3.4,5.6|. Procedure: DIPEA (154 mg, 1.4 mmol) was added to a stirred solution of [(5-phenyl-1H-pyrazole-3-carbonyl)-amino]-acetic acid (107 mg, 0.4 mmol) in DMF (2 mL) followed by HOBt (54 mg, 0.4 mmol) and EDCI.HCl (84 mg, 0.44 mmol). After 2 minutes 4-methyl-3-(piperidin-4-yloxy)-pyridine hydrochloride (100 mg, 0.4 mmol) (prepared by method used for the synthesis of Intermediate 15) was added to the reaction mixture and stirring was continued at ambient temperature overnight. The reaction mixture was diluted with ...